The task is: describe an organic reaction: reactants, conditions, products, and yield. This data is from the Open Reaction Database (ORD), a public repository of structured organic reaction records. The reactants are C(C1=CC=CC=C1)OC=1C=C(C2=C(N=C(S2)NC(=O)NCC)C1)C=O (1-(5-(Benzyloxy)-7-formylbenzo[d]thiazol-2-yl)-3-ethylurea), Cl.O(C)N (methoxylamine hydrochloride), CCN(C(C)C)C(C)C (N,N′-diisopropylethylamine). Solvent: CN(C)C=O (DMF). Conditions: temperature 105 celsius. The product is C(C1=CC=CC=C1)OC=1C=C(C2=C(N=C(S2)NC(=O)NCC)C1)/C=N/OC ((E)-1-(5-(benzyloxy)-7-((methoxyimino)methyl)benzo[d]thiazol-2-yl)-3-ethylurea). Isolated yield 70.4%. As a reaction SMILES: [CH2:1]([O:8][C:9]1[CH:10]=[C:11]([CH:24]=O)[C:12]2[S:16][C:15]([NH:17][C:18]([NH:20][CH2:21][CH3:22])=[O:19])=[N:14][C:13]=2[CH:23]=1)[C:2]1[CH:7]=[CH:6][CH:5]=[CH:4][CH:3]=1.Cl.[O:27]([NH2:29])[CH3:28].CCN(C(C)C)C(C)C>CN(C=O)C>[CH2:1]([O:8][C:9]1[CH:10]=[C:11](/[CH:24]=[N:29]/[O:27][CH3:28])[C:12]2[S:16][C:15]([NH:17][C:18]([NH:20][CH2:21][CH3:22])=[O:19])=[N:14][C:13]=2[CH:23]=1)[C:2]1[CH:3]=[CH:4][CH:5]=[CH:6][CH:7]=1 |f:1.2|. Procedure: 1-(5-(Benzyloxy)-7-formylbenzo[d]thiazol-2-yl)-3-ethylurea (425 mg, 1.20 mmol), methoxylamine hydrochloride (105.2 mg, 1.26 mmol) and N,N′-diisopropylethylamine (0.77 g, 1.05 ml) were stirred in DMF degassed with N2. The reaction was purged with N2, sealed and heated to 105° C. for 18 h. LCMS after indicated complete consumption of starting material. The solvents were removed under reduced pressure and the resulting residue absorbed onto silica and purified by flash column chromatography eluting... Yields the product OC(CCC)C1=CC=C(C=O)C=C1 (4-(1-hydroxybutyl)benzaldehyde). Starting materials: O.C1(=CC=C(C=C1)S(=O)(=O)O)C (p-toluenesulfonic acid monohydrate), O1CCCC1 (tetrahydrofuran). As a reaction SMILES: [OH2:1].[C:2]1([CH3:12])[CH:7]=[CH:6][C:5](S(O)(=O)=O)=[CH:4][CH:3]=1.[O:13]1[CH2:17][CH2:16][CH2:15][CH2:14]1>O>[OH:13][CH:17]([C:5]1[CH:6]=[CH:7][C:2]([CH:12]=[O:1])=[CH:3][CH:4]=1)[CH2:16][CH2:15][CH3:14] |f:0.1|. Conditions: time 5 hour. The solvent is O (water), O (water). Reported procedure: A solution of 4-(diethoxymethyl)benzaldehyde (10.4 g, 50.0 mmol) in tetrahydrofuran (200 mL) was stirred at room temperature under a nitrogen atmosphere, 2 M n-propylmagnesium bromide tetrahydrofuran solution (27.5 mL, 55.0 mmol) was added dropwise. After 30 min, aqueous ammonium chloride solution was added to the reaction mixture, and the mixture was extracted with ethyl acetate. The extract was washed with saturated brine, dried over anhydrous sodium sulfate, and concentrated under reduced pre... The yield is 51.0%. Reactants: Cc1cc(N2CCC(CCO)CC2)c2c(C)cn(-c3c(C)cc(Br)cc3C)c2n1, CS(=O)(=O)Cl, CC(C)OC(C)C, ClC(Cl)Cl, O, c1ccncc1. Product: Cc1cc(N2CCC(CCOS(C)(=O)=O)CC2)c2c(C)cn(-c3c(C)cc(Br)cc3C)c2n1. As a reaction SMILES: [Br:1][c:2]1[cH:3][c:4]([CH3:29])[c:5](-[n:9]2[cH:10][c:11]([CH3:28])[c:12]3[c:13]2[n:14][c:15]([CH3:27])[cH:16][c:17]3[N:18]2[CH2:19][CH2:20][CH:21]([CH2:24][CH2:25][OH:26])[CH2:22][CH2:23]2)[c:6]([CH3:8])[cH:7]1.[CH3:30][S:31]([Cl:32])(=[O:33])=[O:34].[CH:41]([O:42][CH:43]([CH3:44])[CH3:45])([CH3:46])[CH3:47].[Cl:48][CH:49]([Cl:50])[Cl:51].[OH2:52].[cH:35]1[cH:36][cH:37][n:38][cH:39][cH:40]1>>[Br:1][c:2]1[cH:3][c:4]([CH3:29])[c:5](-[n:9]2[cH:10][c:11]([CH3:28])[c:12]3[c:13]2[n:14][c:15]([CH3:27])[cH:16][c:17]3[N:18]2[CH2:19][CH2:20][CH:21]([CH2:24][CH2:25][O:26][S:31]([CH3:30])(=[O:33])=[O:34])[CH2:22][CH2:23]2)[c:6]([CH3:8])[cH:7]1. Reactants: CC(C)(C)OC(=O)N1CCC(COCc2cc(C(F)(F)F)cc3c(Br)n(COCC[Si](C)(C)C)nc23)(c2ccccc2)CC1, OB(O)C1CC1, [Pd], c1ccc(P(c2ccccc2)c2ccccc2)cc1, c1ccc(P(c2ccccc2)c2ccccc2)cc1, c1ccc(P(c2ccccc2)c2ccccc2)cc1, c1ccc(P(c2ccccc2)c2ccccc2)cc1. Yields the product CC(C)(C)OC(=O)N1CCC(COCc2cc(C(F)(F)F)cc3c(C4CC4)n(COCC[Si](C)(C)C)nc23)(c2ccccc2)CC1. As a reaction SMILES: [Br:1][c:2]1[n:3]([CH2:37][O:38][CH2:39][CH2:40][Si:41]([CH3:42])([CH3:43])[CH3:44])[n:4][c:5]2[c:6]([CH2:15][O:16][CH2:17][C:18]3([c:31]4[cH:32][cH:33][cH:34][cH:35][cH:36]4)[CH2:19][CH2:20][N:21]([C:24](=[O:25])[O:26][C:27]([CH3:28])([CH3:29])[CH3:30])[CH2:22][CH2:23]3)[cH:7][c:8]([C:11]([F:12])([F:13])[F:14])[cH:9][c:10]12.[CH:45]1([B:48]([OH:49])[OH:50])[CH2:46][CH2:47]1.[Pd:51].[c:109]1([P:110]([c:111]2[cH:112][cH:113][cH:114][cH:115][cH:116]2)[c:117]2[cH:118][cH:119][cH:120][cH:121][cH:122]2)[cH:123][cH:124][cH:125][cH:126][cH:127]1.[c:52]1([P:53]([c:54]2[cH:55][cH:56][cH:57][cH:58][cH:59]2)[c:60]2[cH:61][cH:62][cH:63][cH:64][cH:65]2)[cH:66][cH:67][cH:68][cH:69][cH:70]1.[c:71]1([P:72]([c:73]2[cH:74][cH:75][cH:76][cH:77][cH:78]2)[c:79]2[cH:80][cH:81][cH:82][cH:83][cH:84]2)[cH:85][cH:86][cH:87][cH:88][cH:89]1.[c:90]1([P:91]([c:92]2[cH:93][cH:94][cH:95][cH:96][cH:97]2)[c:98]2[cH:99][cH:100][cH:101][cH:102][cH:103]2)[cH:104][cH:105][cH:106][cH:107][cH:108]1>>[c:2]1([CH:45]2[CH2:46][CH2:47]2)[n:3]([CH2:37][O:38][CH2:39][CH2:40][Si:41]([CH3:42])([CH3:43])[CH3:44])[n:4][c:5]2[c:6]([CH2:15][O:16][CH2:17][C:18]3([c:31]4[cH:32][cH:33][cH:34][cH:35][cH:36]4)[CH2:19][CH2:20][N:21]([C:24](=[O:25])[O:26][C:27]([CH3:28])([CH3:29])[CH3:30])[CH2:22][CH2:23]3)[cH:7][c:8]([C:11]([F:12])([F:13])[F:14])[cH:9][c:10]12.